Dataset: the Open Reaction Database (ORD), a public repository of structured organic reaction records. Task: describe an organic reaction: reactants, conditions, products, and yield Reactants: C1COCCN1, Clc1ncnc2c1CCN(Cc1ccccc1)C2, CC(C)O. The product is c1ccc(CN2CCc3c(ncnc3N3CCOCC3)C2)cc1. Reaction SMILES: [CH2:19]1[CH2:20][O:21][CH2:22][CH2:23][NH:24]1.[CH2:1]([c:2]1[cH:3][cH:4][cH:5][cH:6][cH:7]1)[N:8]1[CH2:9][c:10]2[n:11][cH:12][n:13][c:14]([Cl:18])[c:15]2[CH2:16][CH2:17]1.[CH:25]([OH:26])([CH3:27])[CH3:28]>>[CH2:1]([c:2]1[cH:3][cH:4][cH:5][cH:6][cH:7]1)[N:8]1[CH2:9][c:10]2[n:11][cH:12][n:13][c:14]([N:24]3[CH2:19][CH2:20][O:21][CH2:22][CH2:23]3)[c:15]2[CH2:16][CH2:17]1. Reactants: C(#N)C=1C=C2CC(NC2=CC1)=O (5-cyanooxindole), ClC=1C=C(C(=O)NCCN(C)C)C=CN1 (2-Chloro-N-[2-(dimethylamino)ethyl]isonicotinamide), [H-].[Na+] (sodium hydride). The solvent is CN(C=O)C (N,N-dimethylformamide), CN(C=O)C (N,N-dimethylformamide), CN(C=O)C (N,N-dimethylformamide). Reaction conditions: temperature 150 celsius, time 30 minute. Product: C(#N)C=1C=C2C(=C(NC2=CC1)O)C=1C=C(C(=O)NCCN(C)C)C=CN1 (2-(5-Cyano-2-hydroxy-1H-indol-3-yl)-N-[2-(dimethylamino)ethyl]isonicotinamide). Yield: 4.7%. RXN SMILES: [H-].[Na+].[C:3]([C:5]1[CH:6]=[C:7]2[C:11](=[CH:12][CH:13]=1)[NH:10][C:9](=[O:14])[CH2:8]2)#[N:4].Cl[C:16]1[CH:17]=[C:18]([CH:27]=[CH:28][N:29]=1)[C:19]([NH:21][CH2:22][CH2:23][N:24]([CH3:26])[CH3:25])=[O:20]>CN(C)C=O>[C:3]([C:5]1[CH:6]=[C:7]2[C:11](=[CH:12][CH:13]=1)[NH:10][C:9]([OH:14])=[C:8]2[C:16]1[CH:17]=[C:18]([CH:27]=[CH:28][N:29]=1)[C:19]([NH:21][CH2:22][CH2:23][N:24]([CH3:25])[CH3:26])=[O:20])#[N:4] |f:0.1|. Reported procedure: To a suspension of sodium hydride (0.15 g, 3.70 mmol, 60% dispersion in oil, pre-washed with hexane) in N,N-dimethylformamide (3 mL) was added a solution of 5-cyanooxindole (0.29 g, 1.84 mmol) in N,N-dimethylformamide (4 mL). The mixture was stirred for 30 min under a nitrogen atmosphere. 2-Chloro-N-[2-(dimethylamino)ethyl]isonicotinamide (0.21 g, 0.92 mmol) dissolved in N,N-dimethylformamide (4 mL) was added dropwise and the mixture was stirred at room temperature for 30 min and then heated at ... Starting materials: CC1(C(CC1=O)=O)C1=CC=CC=C1 (2-methyl-2-phenyl-cyclobutane-1,3-dione), S1C2=C(C=C1C(O)C1=CC=CC=C1)C=CC=C2 (benzo[b]thiophen-2-yl-phenyl-methanol). Yields the product S1C2=C(C=C1C(C=1C(C(C1O)(C1=CC=CC=C1)C)=O)C1=CC=CC=C1)C=CC=C2 (2-(Benzo[b]thiophen-2-yl-phenyl-methyl)-3-hydroxy-4-methyl-4-phenyl-cyclobut-2-enone). RXN SMILES: [CH3:1][C:2]1([C:8]2[CH:13]=[CH:12][CH:11]=[CH:10][CH:9]=2)[C:5](=[O:6])[CH2:4][C:3]1=[O:7].[S:14]1[C:18]([CH:19]([C:21]2[CH:26]=[CH:25][CH:24]=[CH:23][CH:22]=2)O)=[CH:17][C:16]2[CH:27]=[CH:28][CH:29]=[CH:30][C:15]1=2>>[S:14]1[C:18]([CH:19]([C:21]2[CH:26]=[CH:25][CH:24]=[CH:23][CH:22]=2)[C:4]2[C:3](=[O:7])[C:2]([CH3:1])([C:8]3[CH:13]=[CH:12][CH:11]=[CH:10][CH:9]=3)[C:5]=2[OH:6])=[CH:17][C:16]2[CH:27]=[CH:28][CH:29]=[CH:30][C:15]1=2. Procedure details: Using general procedure D, 2-methyl-2-phenyl-cyclobutane-1,3-dione (Lit. 1) was reacted with benzo[b]thiophen-2-yl-phenyl-methanol to give the title compound as a colorless solid. MS: 395.3 ([M−H]−). The reactants are FC1=CC=C(C=C1)O (4-fluorophenol), C(#N)C1=C(C=C(C=C1)NC(=O)C1(OC1)C)C (2-methyl-oxirane-2-carboxylic acid (4-cyano-3-methylphenyl)amide). Product: C(#N)C1=C(C=C(C=C1)NC(C(COC1=CC=C(C=C1)F)(C)O)=O)C (N-(4-Cyano-3-methylphenyl)-3-(4-fluorophenoxy)-2-hydroxy-2-methylpropionamide). As a reaction SMILES: [F:1][C:2]1[CH:7]=[CH:6][C:5]([OH:8])=[CH:4][CH:3]=1.[C:9]([C:11]1[CH:16]=[CH:15][C:14]([NH:17][C:18]([C:20]2([CH3:23])[CH2:22][O:21]2)=[O:19])=[CH:13][C:12]=1[CH3:24])#[N:10]>>[C:9]([C:11]1[CH:16]=[CH:15][C:14]([NH:17][C:18](=[O:19])[C:20]([OH:21])([CH3:22])[CH2:23][O:8][C:5]2[CH:6]=[CH:7][C:2]([F:1])=[CH:3][CH:4]=2)=[CH:13][C:12]=1[CH3:24])#[N:10]. Reported procedure: N-(4-Cyano-3-methylphenyl)-3-(4-fluorophenoxy)-2-hydroxy-2-methylpropionamide was prepared as described in Example 1 starting from 4-fluorophenol and 2-methyl-oxirane-2-carboxylic acid (4-cyano-3-methylphenyl)amide. 1H NMR (DMSO-d6): 1.42 (3H, s), 2.44 (3H, s), 3.94 (1H, d, J=9.6 Hz), 4.18 (1H, d, J=9.6 Hz), 6.18 (1H, bs), 6.93 (2H, m), 7.08 (2H, m), 7.69 (1H, d, J=9.0 Hz), 7.78 (1H, dd, J=9.0 Hz and 2.1 Hz), 7.93 (1H, d, J=2.1 Hz), 10.02 (1H, s). The reactants are ClCCl, COC(=O)C#CC(O)c1ccc(OC)c(OC)c1OC. The product is COC(=O)C#CC(=O)c1ccc(OC)c(OC)c1OC. Reaction SMILES: [CH2:21]([Cl:22])[Cl:23].[OH:1][CH:2]([C:3]#[C:4][C:5](=[O:6])[O:7][CH3:8])[c:9]1[c:10]([O:19][CH3:20])[c:11]([O:17][CH3:18])[c:12]([O:15][CH3:16])[cH:13][cH:14]1>>[O:1]=[C:2]([C:3]#[C:4][C:5](=[O:6])[O:7][CH3:8])[c:9]1[c:10]([O:19][CH3:20])[c:11]([O:17][CH3:18])[c:12]([O:15][CH3:16])[cH:13][cH:14]1. Reactants: C1CCOC1, Cc1ccc(S(=O)[O-])cc1, Clc1ccc(Cl)nc1, N#CCc1ccc(F)cc1, [H-], [Na+], [Na+], O. Yields the product N#CC(c1ccc(F)cc1)c1ccc(Cl)cn1. As a reaction SMILES: [CH2:32]1[O:33][CH2:34][CH2:35][CH2:36]1.[CH3:19][c:20]1[cH:21][cH:22][c:23]([S:24]([O-:25])=[O:26])[cH:27][cH:28]1.[Cl:11][c:12]1[n:13][cH:14][c:15]([Cl:18])[cH:16][cH:17]1.[F:1][c:2]1[cH:3][cH:4][c:5]([CH2:8][C:9]#[N:10])[cH:6][cH:7]1.[H-:30].[Na+:29].[Na+:31].[OH2:37]>>[F:1][c:2]1[cH:3][cH:4][c:5]([CH:8]([C:9]#[N:10])[c:12]2[n:13][cH:14][c:15]([Cl:18])[cH:16][cH:17]2)[cH:6][cH:7]1. The reactants are Cl (hydrochloric acid), [Si](C)(C)(C(C)(C)C)OC(C(=O)O)CSSC(C)(C)C (2-(tert-butyldimethylsilyloxy)-3-(tert-butyldisulfanyl)propionic acid), Compound 24. The solvent is O1CCCC1 (tetrahydrofuran). Conditions: temperature 60 celsius, time 16 hour. The product is C(C)(C)(C)SSCC(C(=O)O)O (3-(tert-butyldisulfanyl)-2-hydroxypropanoic acid). Yield: 54.0%. RXN SMILES: Cl.[Si]([O:9][CH:10]([CH2:14][S:15][S:16][C:17]([CH3:20])([CH3:19])[CH3:18])[C:11]([OH:13])=[O:12])(C(C)(C)C)(C)C>O1CCCC1>[C:17]([S:16][S:15][CH2:14][CH:10]([OH:9])[C:11]([OH:13])=[O:12])([CH3:20])([CH3:18])[CH3:19]. Procedure: A 1 N aqueous hydrochloric acid solution (300 μl) was added to a solution of 2-(tert-butyldimethylsilyloxy)-3-(tert-butyldisulfanyl)propionic acid prepared by the method known in the literature (J. Am. Chem. Soc. 2008, 130, 4919) (Compound 24) (30.0 mg, 0.092 mol) in tetrahydrofuran (THF) (300 μl) at room temperature, and the mixture was stirred at 60° C. for 16 hours. The reaction solution was purified by Reverse-phase silica-gel chromatography (0.1% aqueous formic acid solution/0.1% formic aci... Product: C(C1=CC=CC=C1)N1CCN(CC1)CCCNC(=O)NC1=CC=CC=C1 (1-[3-(4-Benzylpiperazin-1-yl)propyl]-3-phenylurea). Solvent: C(Cl)Cl (methylene chloride). The reactants are NCCCN1CCN(CC1)CC1=CC=CC=C1 (1-(3-aminopropyl)-4-benzylpiperazine), C1(=CC=CC=C1)N=C=O (phenyl isocyanate). As a reaction SMILES: [NH2:1][CH2:2][CH2:3][CH2:4][N:5]1[CH2:10][CH2:9][N:8]([CH2:11][C:12]2[CH:17]=[CH:16][CH:15]=[CH:14][CH:13]=2)[CH2:7][CH2:6]1.[C:18]1([N:24]=[C:25]=[O:26])[CH:23]=[CH:22][CH:21]=[CH:20][CH:19]=1>C(Cl)Cl>[CH2:11]([N:8]1[CH2:7][CH2:6][N:5]([CH2:4][CH2:3][CH2:2][NH:1][C:25]([NH:24][C:18]2[CH:23]=[CH:22][CH:21]=[CH:20][CH:19]=2)=[O:26])[CH2:10][CH2:9]1)[C:12]1[CH:17]=[CH:16][CH:15]=[CH:14][CH:13]=1. Isolated yield 60.9%. Procedure: A solution of 1-(3-aminopropyl)-4-benzylpiperazine (3.0 g; 12.9 mmole) and phenyl isocyanate (1.54 g; 12.9 mmole) in methylene chloride (20 ml) was stirred at room temperature overnight. The reaction mixture was concentrated under reduced pressure, and the residue was crystallized from aqueous acetone to provide the title compound as colorless crystals (2.77 g; 61% yield), m.p. 45°-47° C.